From a dataset of the Open Reaction Database (ORD), a public repository of structured organic reaction records. describe an organic reaction: reactants, conditions, products, and yield The reactants are FC1=C(C=CC2=C1C(=C(O2)C2=CC=C(C=C2)Br)C(=O)O)O (4-fluoro-2-(4-bromophenyl)-5-hydroxybenzofuran-3-carboxylic acid), solution, CN (methylamine), C=1C=CC2=C(C1)N=NN2O (HOBT), CCN=C=NCCCN(C)C.Cl (EDCI.HCl), C(C)(C)N(CC)C(C)C (diisopropylethylamine). The solvent is C1CCOC1 (THF), C1CCOC1 (THF). Conditions: time 8 hour. The product is FC1=C(C=CC2=C1C(=C(O2)C2=CC=C(C=C2)Br)C(=O)NC)O (4-Fluoro-2-(4-bromophenyl)-5-hydroxy-N-methylbenzofuran-3-carboxamide). As a reaction SMILES: [F:1][C:2]1[C:7]2[C:8]([C:18](O)=[O:19])=[C:9]([C:11]3[CH:16]=[CH:15][C:14]([Br:17])=[CH:13][CH:12]=3)[O:10][C:6]=2[CH:5]=[CH:4][C:3]=1[OH:21].CN.C1C=CC2N(O)N=[N:30][C:28]=2C=1.CCN=C=NCCCN(C)C.Cl.C(N(C(C)C)CC)(C)C>C1COCC1>[F:1][C:2]1[C:7]2[C:8]([C:18]([NH:30][CH3:28])=[O:19])=[C:9]([C:11]3[CH:16]=[CH:15][C:14]([Br:17])=[CH:13][CH:12]=3)[O:10][C:6]=2[CH:5]=[CH:4][C:3]=1[OH:21] |f:3.4|. Procedure: To a mixture of 4-fluoro-2-(4-bromophenyl)-5-hydroxybenzofuran-3-carboxylic acid (0.62 g, 1.77=10, 1 eq), 2M solution of methylamine in THF (5.4 ml, 10.8 mmol, 6.1 eq), HOBT (0.43 g, 3.18 mmol, 1.8 eq), EDCI.HCl (0.61 g, 3.18 mmol, 1.8 eq) in THF at r.t. under an nitrogen atmosphere was added diisopropylethylamine (1.9 ml, 10.9 mmol, 6.2 eq). The clear reaction mixture was stirred at r.t. overnight. The reaction mixture was concentrated and diluted with water, and then the solid precipitate was ... The reactants are ClCCl, CC1(C)OCC=CCO1, O=C(OO)c1cccc(Cl)c1. The product is CC1(C)OCC2OC2CO1. As a reaction SMILES: [CH2:21]([Cl:22])[Cl:23].[CH3:12][C:13]1([CH3:20])[O:14][CH2:15][CH:16]=[CH:17][CH2:18][O:19]1.[Cl:1][c:2]1[cH:3][cH:4][cH:5][c:6]([C:7]([O:8][OH:10])=[O:9])[cH:11]1>>[O:9]1[CH:16]2[CH2:15][O:14][C:13]([CH3:12])([CH3:20])[O:19][CH2:18][CH:17]12. The reactants are [N+](=O)([O-])C1=C(C=O)C=CC=C1 (o-Nitrobenzaldehyde), C(C)(C)NC(CC(=O)C)=O (acetoacetic isopropylamide), N1CCCCC1 (piperidine), C(C)(=O)O (acetic acid). The solvent is C1=CC=CC=C1 (benzene). The product is C(C)(C)NC(CC(=O)C=CC1=C(C=CC=C1)[N+](=O)[O-])=O (o-nitrobenzylideneacetoacetic isopropylamide). The yield is 78.3%. As a reaction SMILES: [N+:1]([C:4]1[CH:11]=[CH:10][CH:9]=[CH:8][C:5]=1[CH:6]=O)([O-:3])=[O:2].[CH:12]([NH:15][C:16](=[O:21])[CH2:17][C:18]([CH3:20])=[O:19])([CH3:14])[CH3:13].N1CCCCC1.C(O)(=O)C>C1C=CC=CC=1>[CH:12]([NH:15][C:16](=[O:21])[CH2:17][C:18]([CH:20]=[CH:6][C:5]1[CH:8]=[CH:9][CH:10]=[CH:11][C:4]=1[N+:1]([O-:3])=[O:2])=[O:19])([CH3:14])[CH3:13]. Reported procedure: o-Nitrobenzaldehyde (43.4 g, 0.29 mole) and acetoacetic isopropylamide (40.0 g, 0.29 mole) are dissolved in benzene (150 ml) and thereto are added piperidine (1.15 ml) and acetic acid (3.45 ml), and the mixture is refluxed and the produced water is removed. After the stoichiometic amount of water is distilled off, the reaction is stopped. After the reaction, the solvent is distilled off under reduced pressure, and the residue is recrystallized from ethanol to give the title compound (62.7 g, yie... The reactants are CN1CCC(C(=O)Nc2ccc(CN(C)C3CCOCC3)cc2)=Cc2cc(Br)ccc21, O=C([O-])[O-], CCO, CCOC(C)=O, [K+], [K+], [O-]B([O-])Oc1ccc2c(c1)OCCO2, O, Cc1ccccc1. Product: CN1CCC(C(=O)Nc2ccc(CN(C)C3CCOCC3)cc2)=Cc2cc(-c3ccc4c(c3)OCCO4)ccc21. RXN SMILES: [Br:15][c:16]1[cH:17][cH:18][c:19]2[c:20]([cH:45]1)[CH:21]=[C:22]([C:27](=[O:28])[NH:29][c:30]1[cH:31][cH:32][c:33]([CH2:36][N:37]([CH:38]3[CH2:39][CH2:40][O:41][CH2:42][CH2:43]3)[CH3:44])[cH:34][cH:35]1)[CH2:23][CH2:24][N:25]2[CH3:26].[C:46](=[O:47])([O-:48])[O-:49].[CH2:59]([OH:60])[CH3:61].[CH3:63][CH2:64][O:65][C:66](=[O:67])[CH3:68].[K+:50].[K+:51].[O:1]1[CH2:2][CH2:3][O:4][c:5]2[c:6]1[cH:7][cH:8][c:9]([O:11][B:12]([O-:13])[O-:14])[cH:10]2.[OH2:62].[c:52]1([CH3:53])[cH:54][cH:55][cH:56][cH:57][cH:58]1>>[O:1]1[CH2:2][CH2:3][O:4][c:5]2[c:6]1[cH:7][cH:8][c:9](-[c:16]1[cH:17][cH:18][c:19]3[c:20]([cH:45]1)[CH:21]=[C:22]([C:27](=[O:28])[NH:29][c:30]1[cH:31][cH:32][c:33]([CH2:36][N:37]([CH:38]4[CH2:39][CH2:40][O:41][CH2:42][CH2:43]4)[CH3:44])[cH:34][cH:35]1)[CH2:23][CH2:24][N:25]3[CH3:26])[cH:10]2. Starting materials: C1CCOC1, CO, O=C(O)c1cc(N2CCCC2=O)cc([N+](=O)[O-])c1. The product is Nc1cc(C(=O)O)cc(N2CCCC2=O)c1. As a reaction SMILES: [CH2:21]1[O:22][CH2:23][CH2:24][CH2:25]1.[CH3:19][OH:20].[N+:1]([O-:2])(=[O:3])[c:4]1[cH:5][c:6]([C:7](=[O:8])[OH:9])[cH:10][c:11]([N:13]2[C:14](=[O:18])[CH2:15][CH2:16][CH2:17]2)[cH:12]1>>[NH2:1][c:4]1[cH:5][c:6]([C:7](=[O:8])[OH:9])[cH:10][c:11]([N:13]2[C:14](=[O:18])[CH2:15][CH2:16][CH2:17]2)[cH:12]1.